From a dataset of the Open Reaction Database (ORD), a public repository of structured organic reaction records. describe an organic reaction: reactants, conditions, products, and yield Starting materials: C1CCCCC1, C#C[Si](C)(C)C, CCOC(C)=O, Clc1ccc(-c2cnc(I)cn2)c(Cl)c1. Product: C[Si](C)(C)C#Cc1cnc(-c2ccc(Cl)cc2Cl)cn1. RXN SMILES: [CH2:22]1[CH2:23][CH2:24][CH2:25][CH2:26][CH2:27]1.[CH3:16][Si:17]([CH3:18])([CH3:19])[C:20]#[CH:21].[CH3:28][CH2:29][O:30][C:31]([CH3:32])=[O:33].[Cl:1][c:2]1[c:3](-[c:9]2[n:10][cH:11][c:12]([I:15])[n:13][cH:14]2)[cH:4][cH:5][c:6]([Cl:8])[cH:7]1>>[Cl:1][c:2]1[c:3](-[c:9]2[n:10][cH:11][c:12]([C:21]#[C:20][Si:17]([CH3:16])([CH3:18])[CH3:19])[n:13][cH:14]2)[cH:4][cH:5][c:6]([Cl:8])[cH:7]1. Starting materials: O=C(OO)c1cccc(Cl)c1, ClCCl, FC(F)(F)c1ccccn1, [Na+], [OH-]. Product: [O-][n+]1ccccc1C(F)(F)F. Reaction SMILES: [Cl:11][c:12]1[cH:13][cH:14][cH:15][c:16]([C:17]([O:18][OH:20])=[O:19])[cH:21]1.[Cl:24][CH2:25][Cl:26].[F:1][C:2]([F:3])([F:4])[c:5]1[n:6][cH:7][cH:8][cH:9][cH:10]1.[Na+:23].[OH-:22]>>[F:1][C:2]([F:3])([F:4])[c:5]1[n+:6]([O-:19])[cH:7][cH:8][cH:9][cH:10]1. The product is BrC=1C=CC(=NC1)C(CCC)O ((+/−)-1-(5-bromopyridin-2-yl)butan-1-ol). Conditions: temperature -78 celsius, time 30 minute. The reactants are BrC1=NC=C(C=C1)Br (2,5-Dibromopyridine), C(CCC)=O (butyraldehyde), C(CCC)[Li] (n-butyl lithium). The solvent is C1(=CC=CC=C1)C (toluene), C1(=CC=CC=C1)C (toluene). Procedure details: 2,5-Dibromopyridine (1.08 g, 4.6 mmol) was azeotroped with toluene several times, then dissolved in anhydrous toluene (12 mL) under a nitrogen atmosphere. The resulting solution was cooled to −78° C. and n-butyl lithium (2.4 mL, 2.1 M in hexane, 5.0 mmol) was added dropwise, maintaining an internal temperature below −70° C. The resulting orange solution was stirred for 30 minutes at −78° C., then butyraldehyde was added. The resulting solution was stirred for 30 minutes at −78° C. then quenched ... Yield: 70.0%. As a reaction SMILES: Br[C:2]1[CH:7]=[CH:6][C:5]([Br:8])=[CH:4][N:3]=1.C([Li])CCC.[CH:14](=[O:18])[CH2:15][CH2:16][CH3:17]>C1(C)C=CC=CC=1>[Br:8][C:5]1[CH:6]=[CH:7][C:2]([CH:14]([OH:18])[CH2:15][CH2:16][CH3:17])=[N:3][CH:4]=1. Starting materials: C(#N)CCC=1C=CC=2N(C1)C(=CN2)C(=O)OCC (ethyl 6-(2-cyanoethyl)imidazo[1,2-a]pyridine-3-carboxylate), [Li+].[OH-] (LiOH), C(CC(O)(C(=O)O)CC(=O)O)(=O)O (citric acid). Solvent: C1CCOC1.CO (THF MeOH). Conditions: temperature 50 celsius. Product: C(#N)CCC=1C=CC=2N(C1)C(=CN2)C(=O)O (6-(2-cyanoethyl)imidazo[1,2-a]pyridine-3-carboxylic acid). Reaction SMILES: [C:1]([CH2:3][CH2:4][C:5]1[CH:6]=[CH:7][C:8]2[N:9]([C:11]([C:14]([O:16]CC)=[O:15])=[CH:12][N:13]=2)[CH:10]=1)#[N:2].[Li+].[OH-].C(O)(=O)CC(CC(O)=O)(C(O)=O)O>C1COCC1.CO>[C:1]([CH2:3][CH2:4][C:5]1[CH:6]=[CH:7][C:8]2[N:9]([C:11]([C:14]([OH:16])=[O:15])=[CH:12][N:13]=2)[CH:10]=1)#[N:2] |f:1.2,4.5|. Procedure: A stirring mixture of ethyl 6-(2-cyanoethyl)imidazo[1,2-a]pyridine-3-carboxylate (74) (100 mg, 0.411 mmol) and 2N LiOH (0.2 mL) in THF:MeOH (4:1, 3 mL) was heated at 50° C. for 45 minutes. The reaction was cooled to room temperature and the pH was adjusted between 3-5 with 10% citric acid. The solvent was partially reduced. The resulting solid was collected by vacuum filtration and washed with excess water. Crude 6-(2-cyanoethyl)imidazo[1,2-a]pyridine-3-carboxylic acid (75) was dried and used in... RXN SMILES: [C:1]([CH3:2])([CH3:3])([CH3:4])[c:5]1[cH:6][c:7]([O:35][CH2:36][CH3:37])[c:8]([C:11]2=[N:15][C:14]([CH3:16])([c:17]3[cH:18][cH:19][c:20]([Cl:23])[cH:21][cH:22]3)[C:13]([CH3:24])([c:25]3[cH:26][cH:27][c:28]([Cl:31])[cH:29][cH:30]3)[N:12]2[C:32](=[O:33])[Cl:34])[cH:9][n:10]1.[ClH:38].[ClH:39].[O:40]=[S:41]1(=[O:53])[CH2:42][CH2:43][CH:44]([N:47]2[CH2:48][CH2:49][NH:50][CH2:51][CH2:52]2)[CH2:45][CH2:46]1>>[C:1]([CH3:2])([CH3:3])([CH3:4])[c:5]1[cH:6][c:7]([O:35][CH2:36][CH3:37])[c:8]([C:11]2=[N:15][C:14]([CH3:16])([c:17]3[cH:18][cH:19][c:20]([Cl:23])[cH:21][cH:22]3)[C:13]([CH3:24])([c:25]3[cH:26][cH:27][c:28]([Cl:31])[cH:29][cH:30]3)[N:12]2[C:32](=[O:33])[N:50]2[CH2:49][CH2:48][N:47]([CH:44]3[CH2:43][CH2:42][S:41](=[O:40])(=[O:53])[CH2:46][CH2:45]3)[CH2:52][CH2:51]2)[cH:9][n:10]1. The reactants are CCOc1cc(C(C)(C)C)ncc1C1=NC(C)(c2ccc(Cl)cc2)C(C)(c2ccc(Cl)cc2)N1C(=O)Cl, Cl, Cl, O=S1(=O)CCC(N2CCNCC2)CC1. Yields the product CCOc1cc(C(C)(C)C)ncc1C1=NC(C)(c2ccc(Cl)cc2)C(C)(c2ccc(Cl)cc2)N1C(=O)N1CCN(C2CCS(=O)(=O)CC2)CC1. The reactants are [H-].[Na+] (sodium hydride), COC1=C(C=CC=C1)C1C(C(NC2=C(C1)C=C(C=C2)C(F)(F)F)=O)C (1,3,4,5-tetrahydro-4-(methoxyphenyl)-3-methyl-7-(trifluoromethyl)-2H-1-benzazepin-2-one), CN(C=O)C (dimethylformamide), CN(C)CCCl (N,N-dimethyl-2-chloroethylamine), [H-].[Na+] (sodium hydride). Reaction conditions: temperature 85 celsius. Yields the product Cl.CN(CCN1C([C@H]([C@H](CC2=C1C=CC(=C2)C(F)(F)F)C2=CC=C(C=C2)OC)C)=O)C ((cis)-1-[2-(Dimethylamino)ethyl]-1,3,4,5-tetrahydro-4-(4-methoxyphenyl)-3-methyl-7-(trifluoromethyl)-2H-1-benzazepin-2-one, monohydrochloride). RXN SMILES: CO[C:3]1[CH:8]=[CH:7][CH:6]=[CH:5][C:4]=1[CH:9]1[CH2:15][C:14]2[CH:16]=[C:17]([C:20]([F:23])([F:22])[F:21])[CH:18]=[CH:19][C:13]=2[NH:12][C:11](=[O:24])[CH:10]1[CH3:25].[H-].[Na+].[CH3:28][N:29]([CH2:31][CH2:32][Cl:33])[CH3:30].CN(C)[CH:36]=[O:37]>>[ClH:33].[CH3:28][N:29]([CH3:30])[CH2:31][CH2:32][N:12]1[C:13]2[CH:19]=[CH:18][C:17]([C:20]([F:23])([F:21])[F:22])=[CH:16][C:14]=2[CH2:15][C@H:9]([C:4]2[CH:5]=[CH:6][C:7]([O:37][CH3:36])=[CH:8][CH:3]=2)[C@H:10]([CH3:25])[C:11]1=[O:24] |f:1.2,5.6|. Procedure details: To a solution of 1,3,4,5-tetrahydro-4-(methoxyphenyl)-3-methyl-7-(trifluoromethyl)-2H-1-benzazepin-2-one (3.37 g; 9.65 mmole) in dry dimethylformamide 75 ml) was added prewashed (hexane) 50% sodium hydride (5.56 g; 11.58 mmole; 1.2 eq.) with stirring. After ~20 minutes, 1.7N (in toluene) N,N-dimethyl-2-chloroethylamine (24.0 ml; 40.8 mmole) was added, and the mixture was heated at 85° C. for four hours. The mixture was made basic with 50% sodium hydride, and extracted with ethyl acetate (three t... Reactants: OCCNN (2-hydroxyethylhydrazine), C(CCC)N=C=O (butylisocyanate). Run in O1CCCC1 (tetrahydrofuran), O1CCCC1 (tetrahydro-furan). Yields the product C(CCC)NC(=O)N(N)CCO (N-butyl-1-(2-hydroxyethyl)hydrazinecarboxamide). RXN SMILES: [OH:1][CH2:2][CH2:3][NH:4][NH2:5].[CH2:6]([N:10]=[C:11]=[O:12])[CH2:7][CH2:8][CH3:9]>O1CCCC1>[CH2:6]([NH:10][C:11]([N:4]([CH2:3][CH2:2][OH:1])[NH2:5])=[O:12])[CH2:7][CH2:8][CH3:9]. Procedure details: To 7.61 g (0.1 moles) 2-hydroxyethylhydrazine in 150 mL tetrahydrofuran was added dropwise over a period of about 1/2 hour with stirring 9.91 g (0.1 mole) butylisocyanate in 50 mL tetrahydro-furan. At the end of the addition period stirring was continued until the solution cooled to room temperature. A small amount of precipitate was removed by filtration, and the solvent was evaporated to yield a viscous pale oil, N-butyl-1-(2-hydroxyethyl)hydrazinecarboxamide quantitatively. This structure was... Starting materials: N1C=CC=2C1=NC=CC2OS(=O)(=O)C(F)(F)F (trifluoro-methanesulfonic acid-1H-pyrrolo[2,3-b]pyridin-4-yl ester), CC1=NOC(=C1B(O)O)C (3,5-dimethylisoxazole-4-boronic acid), tetrakis(triphenylphosphine)palladium[0], C([O-])(O)=O.[Na+] (sodium bicarbonate). Reaction SMILES: [NH:1]1[C:5]2=[N:6][CH:7]=[CH:8][C:9](OS(C(F)(F)F)(=O)=O)=[C:4]2[CH:3]=[CH:2]1.[CH3:18][C:19]1[C:23](B(O)O)=[C:22]([CH3:27])[O:21][N:20]=1.C(=O)(O)[O-].[Na+]>CN(C)C=O>[CH3:18][C:19]1[C:23]([C:9]2[CH:8]=[CH:7][N:6]=[C:5]3[NH:1][CH:2]=[CH:3][C:4]=23)=[C:22]([CH3:27])[O:21][N:20]=1 |f:2.3|. The solvent is CN(C=O)C (dimethylformamide). Procedure: To a solution of trifluoro-methanesulfonic acid-1H-pyrrolo[2,3-b]pyridin-4-yl ester [4.05 g, Reference Example 18(g)] and 3,5-dimethylisoxazole-4-boronic acid (2.31 g) in dimethylformamide (100 mL) was added tetrakis(triphenylphosphine)palladium[0] (0.1 g) and saturated sodium bicarbonate solution (30 mL). The resulting mixture was stirred at 110° C. for 5 hours. The reaction mixture was cooled and filtered through celite. The filtrate was evaporated to dryness and the residue partitioned betwee... Product: CC1=NOC(=C1C1=C2C(=NC=C1)NC=C2)C (4-(3,5-Dimethyl-isoxazole-4-yl)-1H-pyrrolo[2,3-b]pyridine). Reaction conditions: temperature 110 celsius, time 5 hour.